From a dataset of the Open Reaction Database (ORD), a public repository of structured organic reaction records. describe an organic reaction: reactants, conditions, products, and yield Solvent: ClC1=C(C=CC=C1)Cl (1,2-dichlorobenzene). The product is BrC1=CC=C2C(=C(C(OC2=C1)=O)C)C1=CC=C(C=C1)F (7-Bromo-4-(4-fluorophenyl)-3-methyl-2H-chromen-2-one). Reaction conditions: temperature 140 celsius, time 30 minute. Procedure: Phosphorous oxychloride (95.0 μL, 1.02 mmol) was added dropwise, at rt to a solution of N,N-diethylpropionamide (146 μL, 1.02 mmol) in 1,2-dichlorobenzene (1 mL). After 30 min. at rt, (4-bromo-2-hydroxyphenyl)(4-fluorophenyl)methanone (300 mg, 1.02 mmol) was added all at once. After 10 min. the reaction mixture was heated at 140° C. for 16 h and allowed to cool to rt. It was poured into 5% NaHCO3 (20 mL) and the resulting mixture stirred at 60° C. for 20 min., cooled to rt, acidified (pH=1) with... Starting materials: C(=O)(O)[O-].[Na+] (NaHCO3), Cl (HCl), P(=O)(Cl)(Cl)Cl (Phosphorous oxychloride), C(C)N(C(CC)=O)CC (N,N-diethylpropionamide), BrC1=CC(=C(C=C1)C(=O)C1=CC=C(C=C1)F)O ((4-bromo-2-hydroxyphenyl)(4-fluorophenyl)methanone). RXN SMILES: P(Cl)(Cl)(Cl)=O.C(N(CC)[C:9](=[O:12])[CH2:10][CH3:11])C.[Br:15][C:16]1[CH:21]=[CH:20][C:19]([C:22]([C:24]2[CH:29]=[CH:28][C:27]([F:30])=[CH:26][CH:25]=2)=O)=[C:18]([OH:31])[CH:17]=1.C([O-])(O)=O.[Na+].Cl>ClC1C=CC=CC=1Cl>[Br:15][C:16]1[CH:17]=[C:18]2[C:19]([C:22]([C:24]3[CH:29]=[CH:28][C:27]([F:30])=[CH:26][CH:25]=3)=[C:10]([CH3:11])[C:9](=[O:12])[O:31]2)=[CH:20][CH:21]=1 |f:3.4|. The product is CN1CC(CO)CC1=O. The reactants are COC(=O)C1CC(=O)N(C)C1, CCOCC, O=S(=O)(O)O. As a reaction SMILES: [C:1](=[O:2])([O:3][CH3:4])[CH:5]1[CH2:6][C:7](=[O:11])[N:8]([CH3:10])[CH2:9]1.[CH3:17][CH2:18][O:19][CH2:20][CH3:21].[S:12](=[O:13])(=[O:14])([OH:15])[OH:16]>>[CH2:1]([OH:2])[CH:5]1[CH2:6][C:7](=[O:11])[N:8]([CH3:10])[CH2:9]1. Reactants: SC[C@@H](O)[C@H](O)CS (dithiothreitol), ClC1=C(C(=NC=C1)C(=O)OC)F (methyl 4-chloro-3-fluoropicolinate), S(C#N)C1=CN=C(S1)NC1=CC=C(C=N1)CO ((6-(5-Thiocyanatothiazol-2-ylamino)pyridin-3-yl)methanol), [O-]P(=O)([O-])[O-].[K+].[K+].[K+] (K3PO4). The solvent is CO (methanol), CN(C)C=O (DMF). Run at temperature 23 celsius, time 1 hour. The product is FC=1C(=NC=CC1SC1=CN=C(S1)NC1=NC=C(C=C1)CO)C(=O)OC (methyl 3-fluoro-4-(2-(5-(hydroxymethyl)pyridin-2-ylamino)thiazol-5-ylthio)picolinate). The yield is 86.8%. As a reaction SMILES: [S:1]([C:4]1[S:8][C:7]([NH:9][C:10]2[N:15]=[CH:14][C:13]([CH2:16][OH:17])=[CH:12][CH:11]=2)=[N:6][CH:5]=1)[C:2]#N.SC[C@H]([C@@H](CS)O)O.[O-]P([O-])([O-])=O.[K+].[K+].[K+].ClC1[CH:40]=[CH:39][N:38]=[C:37]([C:41]([O:43][CH3:44])=[O:42])[C:36]=1[F:45]>CO.CN(C=O)C>[F:45][C:36]1[C:37]([C:41]([O:43][CH3:44])=[O:42])=[N:38][CH:39]=[CH:40][C:2]=1[S:1][C:4]1[S:8][C:7]([NH:9][C:10]2[CH:11]=[CH:12][C:13]([CH2:16][OH:17])=[CH:14][N:15]=2)=[N:6][CH:5]=1 |f:2.3.4.5|. Procedure: (6-(5-Thiocyanatothiazol-2-ylamino)pyridin-3-yl)methanol (1.0 g, 3.78 mmol) was dissolved in methanol (30 mL) and treated with dithiothreitol (0.582 g, 3.78 mmol). The reaction was stirred at 23° C. for 1 hour. DMF (30 mL) was then added, followed by K3PO4 (0.321 g, 1.51 mmol) and methyl 4-chloro-3-fluoropicolinate (0.788 g, 4.16 mmol). The reaction was stirred at 23° C. for 1 hour, then methanol was evaporated. The title material was precipitated by adding water (˜150 mL), collected by filtrati... The reactants are O=C1CCC(=O)N1Br, O=C(OOC(=O)c1ccccc1)c1ccccc1, ClCCl, Cc1cc(F)cc(CC(=O)O)c1, O. Product: O=C(O)Cc1cc(F)cc(CBr)c1. RXN SMILES: [Br:31][N:32]1[C:33](=[O:34])[CH2:35][CH2:36][C:37]1=[O:38].[C:1]([O:2][O:3][C:4](=[O:5])[c:6]1[cH:7][cH:8][cH:9][cH:10][cH:11]1)(=[O:12])[c:13]1[cH:14][cH:15][cH:16][cH:17][cH:18]1.[Cl:40][CH2:41][Cl:42].[F:19][c:20]1[cH:21][c:22]([CH2:27][C:28](=[O:29])[OH:30])[cH:23][c:24]([CH3:26])[cH:25]1.[OH2:39]>>[F:19][c:20]1[cH:21][c:22]([CH2:27][C:28](=[O:29])[OH:30])[cH:23][c:24]([CH2:26][Br:31])[cH:25]1. Starting materials: C=CCNc1nc(N)c2cc([N+](=O)[O-])ccc2n1, C1CCOC1, CC(=O)OC(C)=O, CC(=O)[O-], [Na+], [Na+], [OH-]. Yields the product C=CCNc1nc(NC(C)=O)c2cc([N+](=O)[O-])ccc2n1. As a reaction SMILES: [CH2:1]([CH:2]=[CH2:3])[NH:4][c:5]1[n:6][c:7]2[cH:8][cH:9][c:10]([N+:16](=[O:17])[O-:18])[cH:11][c:12]2[c:13]([NH2:15])[n:14]1.[CH2:33]1[O:34][CH2:35][CH2:36][CH2:37]1.[CH3:19][C:20](=[O:21])[O:22][C:23](=[O:24])[CH3:25].[CH3:27][C:28](=[O:29])[O-:30].[Na+:26].[Na+:32].[OH-:31]>>[CH2:1]([CH:2]=[CH2:3])[NH:4][c:5]1[n:6][c:7]2[cH:8][cH:9][c:10]([N+:16](=[O:17])[O-:18])[cH:11][c:12]2[c:13]([NH:15][C:20]([CH3:19])=[O:21])[n:14]1. Starting materials: C(C)(C)(C)OC(=O)N1[C@@H](CC(C1)=NOC)C(=O)O ((2S,4EZ)-1-(tert-butoxycarbonyl)-4-(methoxyimino)-2-pyrrolidinecarboxylic acid), C1(=CC=C(C=C1)C(=O)Cl)C1=CC=CC=C1 ([1,1′-biphenyl]-4-carbonyl chloride), N[C@H]1[C@H]([C@@H]2CC[C@H]1C2)CO ([(1R,2S,3R,4S)-3-aminobicyclo[2.2.1]hept-2-yl]methanol). Product: C1(=CC=C(C=C1)C(=O)N1[C@@H](CC(C1)=NOC)C(=O)N[C@@H]1[C@H]2CC[C@@H]([C@@H]1CO)C2)C2=CC=CC=C2 ((2S,4EZ)-1-([1,1′-biphenyl]-4-ylcarbonyl)-N-[(1S,2R,3S,4R)-3-(hydroxymethyl)bicyclo[2.2.1]hept-2-yl]-4-(methoxyimino)-2-pyrrolidinecarboxamide). RXN SMILES: C(O[C:6]([N:8]1[CH2:12][C:11](=[N:13][O:14][CH3:15])[CH2:10][C@H:9]1[C:16]([OH:18])=O)=[O:7])(C)(C)C.[C:19]1([C:28]2[CH:33]=[CH:32][CH:31]=[CH:30][CH:29]=2)[CH:24]=[CH:23][C:22](C(Cl)=O)=[CH:21][CH:20]=1.[NH2:34][C@@H:35]1[C@@H:40]2[CH2:41][C@@H:37]([CH2:38][CH2:39]2)[C@@H:36]1[CH2:42][OH:43]>>[C:28]1([C:19]2[CH:20]=[CH:21][CH:22]=[CH:23][CH:24]=2)[CH:29]=[CH:30][C:31]([C:6]([N:8]2[CH2:12][C:11](=[N:13][O:14][CH3:15])[CH2:10][C@H:9]2[C:16]([NH:34][C@H:35]2[C@@H:36]([CH2:42][OH:43])[C@H:37]3[CH2:41][C@@H:40]2[CH2:39][CH2:38]3)=[O:18])=[O:7])=[CH:32][CH:33]=1. Reported procedure: Following the general method as outlined in Example 22, starting from (2S,4EZ)-1-(tert-butoxycarbonyl)-4-(methoxyimino)-2-pyrrolidinecarboxylic acid, [1,1′-biphenyl]-4-carbonyl chloride, and [(1R,2S,3R,4S)-3-aminobicyclo[2.2.1]hept-2-yl]methanol, the title compound was obtained in 64% purity by HPLC. MS(ESI+): m/z=462. Reactants: C1=C2C(=CC=C1)NC=1C2=CC=2NC3=CC=CC=C3C2C1 (5,11-dihydroindolo[3,2-b]carbazole), IC=1C=C(C=CC1)C (3-iodotoluene), C([O-])([O-])=O.[K+].[K+] (potassium carbonate), CCCCCCCCCCCCC (n-tridecane). The reagents and catalysts are O.O.O.O.O.S(=O)(=O)([O-])[O-].[Cu+2] (copper sulfate pentahydrate). Run in O (water), C1(=CC=CC=C1)C (toluene). Conditions: temperature 250 celsius, time 6 hour. Product: C1(=CC(=CC=C1)N1C2=CC=CC=C2C2=CC=3N(C4=CC=CC=C4C3C=C21)C=2C=C(C=CC2)C)C (5,11-di-m-tolyl-5,11-dihydroindolo[3,2-b]carbazole). RXN SMILES: [CH:1]1[CH:6]=[CH:5][CH:4]=[C:3]2[NH:7][C:8]3[C:9](=[CH:10][C:11]4[NH:12][C:13]5[C:18]([C:19]=4[CH:20]=3)=[CH:17][CH:16]=[CH:15][CH:14]=5)[C:2]=12.I[C:22]1[CH:23]=[C:24]([CH3:28])[CH:25]=[CH:26][CH:27]=1.C(=O)([O-])[O-].[K+].[K+].CCCCCC[CH2:41][CH2:42][CH2:43][CH2:44][CH2:45][CH2:46][CH3:47]>O.O.O.O.O.S([O-])([O-])(=O)=O.[Cu+2].O.C1(C)C=CC=CC=1>[C:24]1([CH3:28])[CH:25]=[CH:26][CH:27]=[C:22]([N:12]2[C:11]3[C:19](=[CH:20][C:8]4[N:7]([C:46]5[CH:47]=[C:42]([CH3:41])[CH:43]=[CH:44][CH:45]=5)[C:3]5[C:2]([C:9]=4[CH:10]=3)=[CH:1][CH:6]=[CH:5][CH:4]=5)[C:18]3[C:13]2=[CH:14][CH:15]=[CH:16][CH:17]=3)[CH:23]=1 |f:2.3.4,6.7.8.9.10.11.12|. Procedure: A 200-milliliter 3-necked round bottom flask equipped with a mechanical stirrer, reflux condenser, and argon inlet was purged with argon and then charged with 5,11-dihydroindolo[3,2-b]carbazole (5.1 grams, 0.02 mol), 3-iodotoluene (8.69 grams, 0.04 mol), copper sulfate pentahydrate (0.25 gram, 1.0 mmol), potassium carbonate (5.52 grams, 0.04 mol), and n-tridecane (5.0 milliliters). Under an argon atmosphere, the reaction mixture was heated to about 250° C. with a heating mantle and allowed to pr... Reactants: NC1=NC=CC(=C1)C(F)(F)F (2-amino-4-trifluoromethylpyridine), ClC=1C(=NC=CC1)C(=O)O (3-chloropicolinic acid), CCN=C=NCCCN(C)C.Cl (EDCI hydrochloride), C=1C=CC2=C(C1)N=NN2O (HOBt), C([O-])(O)=O.[Na+] (sodium bicarbonate). Run in N1=CC=CC=C1 (pyridine). Run at temperature 70 celsius, time 2 hour. Product: ClC=1C(=NC=CC1)C(=O)NC1=NC=CC(=C1)C(F)(F)F (3-chloro-N-(4-trifluoromethylpyridin-2-yl)picolinamide). Isolated yield 89.1%. RXN SMILES: [NH2:1][C:2]1[CH:7]=[C:6]([C:8]([F:11])([F:10])[F:9])[CH:5]=[CH:4][N:3]=1.[Cl:12][C:13]1[C:14]([C:19](O)=[O:20])=[N:15][CH:16]=[CH:17][CH:18]=1.CCN=C=NCCCN(C)C.Cl.C1C=CC2N(O)N=NC=2C=1.C(=O)(O)[O-].[Na+]>N1C=CC=CC=1>[Cl:12][C:13]1[C:14]([C:19]([NH:1][C:2]2[CH:7]=[C:6]([C:8]([F:9])([F:11])[F:10])[CH:5]=[CH:4][N:3]=2)=[O:20])=[N:15][CH:16]=[CH:17][CH:18]=1 |f:2.3,5.6|. Procedure: A mixture of 0.81 g of 2-amino-4-trifluoromethylpyridine, 0.78 g of 3-chloropicolinic acid, 1.15 g of EDCI hydrochloride, 0.06 g of HOBt and 10 mL of pyridine was stirred at 70° C. for 2 hours. A saturated aqueous sodium bicarbonate solution was poured to the cooled reaction mixture, and the mixture was extracted with ethyl acetate. The organic layer was dried over anhydrous sodium sulfate and then concentrated under reduced pressure, and the resulting solid was washed with hexane and dried to o... Reactants: OCCBr, CC(C)(C)OC(=O)NC1CCNCC1, CO, [Na+], [Na+], O=C([O-])[O-]. The product is CC(C)(C)OC(=O)NC1CCN(CCO)CC1. As a reaction SMILES: [Br:21][CH2:22][CH2:23][OH:24].[C:1]([CH3:2])([CH3:3])([CH3:4])[O:5][C:6]([NH:7][CH:8]1[CH2:9][CH2:10][NH:11][CH2:12][CH2:13]1)=[O:14].[CH3:25][OH:26].[Na+:15].[Na+:16].[O-:17][C:18](=[O:19])[O-:20]>>[C:1]([CH3:2])([CH3:3])([CH3:4])[O:5][C:6]([NH:7][CH:8]1[CH2:9][CH2:10][N:11]([CH2:22][CH2:23][OH:24])[CH2:12][CH2:13]1)=[O:14]. Starting materials: C1(CC1)N1C=C(C(C2=CC(=C(C=C12)F)F)=O)C(=O)O (1-cyclopropyl-6,7-difluoro-1,4-dihydro-4-oxo-3-quinolinecarboxylic acid), N1CC(CC1)C1=NC=CC=C1N (2-(3-pyrrolidinyl)-3-pyridinamine). The product is NC=1C(=NC=CC1)C1CN(CC1)C1=C(C=C2C(C(=CN(C2=C1)C1CC1)C(=O)O)=O)F (7-[3-(3-Amino-2-pyridinyl)-1-pyrrolidinyl]-1-cyclopropyl -6-fluoro-1,4-dihydro-4-oxo-3-quinoline-carboxylic acid). The yield is 91.0%. RXN SMILES: [CH:1]1([N:4]2[C:13]3[C:8](=[CH:9][C:10]([F:15])=[C:11](F)[CH:12]=3)[C:7](=[O:16])[C:6]([C:17]([OH:19])=[O:18])=[CH:5]2)[CH2:3][CH2:2]1.[NH:20]1[CH2:24][CH2:23][CH:22]([C:25]2[C:30]([NH2:31])=[CH:29][CH:28]=[CH:27][N:26]=2)[CH2:21]1>>[NH2:31][C:30]1[C:25]([CH:22]2[CH2:23][CH2:24][N:20]([C:11]3[CH:12]=[C:13]4[C:8]([C:7](=[O:16])[C:6]([C:17]([OH:19])=[O:18])=[CH:5][N:4]4[CH:1]4[CH2:3][CH2:2]4)=[CH:9][C:10]=3[F:15])[CH2:21]2)=[N:26][CH:27]=[CH:28][CH:29]=1. Reported procedure: Starting from 1-cyclopropyl-6,7-difluoro-1,4-dihydro-4-oxo-3-quinolinecarboxylic acid (0.81 g, 3.1 mmol) and 2-(3-pyrrolidinyl)-3-pyridinamine, a procedure analogous to that given in Example 1 provided the title compound (1.15 g, 91%) as an off-white solid, mp>270° C.